Task: describe an organic reaction: reactants, conditions, products, and yield. Dataset: the Open Reaction Database (ORD), a public repository of structured organic reaction records The product is OC(CS(=O)C1=CC=CC=C1)[C@H]1N(CCC1)C([C@H]1N(CCC1)C(CCCC1=CC=CC=C1)=O)=O ((2S)-2-[1-hydroxy-2-(phenylsulfinyl)ethyl]-1-[N-(4-phenylbutyryl)-L-prolyl]-pyrrolidine). Solvent: ClCCl (dichloromethane). As a reaction SMILES: [OH:1][CH:2]([C@@H:11]1[CH2:15][CH2:14][CH2:13][N:12]1[C:16](=[O:33])[C@@H:17]1[CH2:21][CH2:20][CH2:19][N:18]1[C:22](=[O:32])[CH2:23][CH2:24][CH2:25][C:26]1[CH:31]=[CH:30][CH:29]=[CH:28][CH:27]=1)[CH2:3][S:4][C:5]1[CH:10]=[CH:9][CH:8]=[CH:7][CH:6]=1.ClC1C=CC=C(C(OO)=[O:42])C=1>ClCCl>[OH:1][CH:2]([C@@H:11]1[CH2:15][CH2:14][CH2:13][N:12]1[C:16](=[O:33])[C@@H:17]1[CH2:21][CH2:20][CH2:19][N:18]1[C:22](=[O:32])[CH2:23][CH2:24][CH2:25][C:26]1[CH:31]=[CH:30][CH:29]=[CH:28][CH:27]=1)[CH2:3][S:4]([C:5]1[CH:6]=[CH:7][CH:8]=[CH:9][CH:10]=1)=[O:42]. Reported procedure: (2S)-2-[1-Hydroxy-2-(phenylthio)ethyl]-1-[N-(4-phenyl-butyryl)-L-prolyl]pyrrolidine (1.25 g) was subjected to oxidation in the same manner as in Example 2-A) in dichloromethane (9 ml) using 1.1 equivalent of m-chloroperbenzoic acid to give 1.18 g of (2S)-2-[1-hydroxy-2-(phenylsulfinyl)ethyl]-1-[N-(4-phenylbutyryl)-L-prolyl]-pyrrolidine. The reactants are OC(CSC1=CC=CC=C1)[C@H]1N(CCC1)C([C@H]1N(CCC1)C(CCCC1=CC=CC=C1)=O)=O ((2S)-2-[1-Hydroxy-2-(phenylthio)ethyl]-1-[N-(4-phenyl-butyryl)-L-prolyl]pyrrolidine), ClC1=CC(=CC=C1)C(=O)OO (m-chloroperbenzoic acid). Reactants: C(C)(C)(C)C=1C=C(C=C(C1O)C(C)(C)C)CCC(=O)OC (methyl 3-(3,5-di-tert-butyl-4-hydroxyphenyl)propionate), OCC(C)(C)C1OCC2(CO1)COC(OC2)C(CO)(C)C (3,9-bis(2-hydroxy-1,1-dimethylethyl)-2,4,8,10-tetraoxaspiro[5.5]undecane), C[O-].[Na+] (sodium methoxide). Product: C(C)(C)(C)C=1C=C(C=C(C1O)C(C)(C)C)CCC(=O)OCC(C)(C)C1OCC2(CO1)COC(OC2)C(COC(CCC2=CC(=C(C(=C2)C(C)(C)C)O)C(C)(C)C)=O)(C)C (3,9-bis[2-{3-(3,5-di-tert-butyl-4-hydroxyphenyl)propionyloxy}-1,1-dimethylethyl]-2,4,8,10-tetraoxaspiro[5.5]undecane). Reaction SMILES: [C:1]([C:5]1[CH:6]=[C:7]([CH2:16][CH2:17][C:18]([O:20][CH3:21])=[O:19])[CH:8]=[C:9]([C:12]([CH3:15])([CH3:14])[CH3:13])[C:10]=1[OH:11])([CH3:4])([CH3:3])[CH3:2].[OH:22][CH2:23][C:24]([CH:27]1[O:32][CH2:31][C:30]2([CH2:37][O:36][CH:35]([C:38]([CH3:42])([CH3:41])CO)[O:34][CH2:33]2)[CH2:29][O:28]1)([CH3:26])[CH3:25].[CH3:43][O-:44].[Na+]>>[C:1]([C:5]1[CH:6]=[C:7]([CH2:16][CH2:17][C:18]([O:20][CH2:21][C:38]([CH:35]2[O:34][CH2:33][C:30]3([CH2:29][O:28][CH:27]([C:24]([CH3:26])([CH3:25])[CH2:23][O:22][C:18](=[O:19])[CH2:17][CH2:16][C:7]4[CH:6]=[C:5]([C:1]([CH3:2])([CH3:4])[CH3:3])[C:43]([OH:44])=[C:9]([C:12]([CH3:15])([CH3:14])[CH3:13])[CH:8]=4)[O:32][CH2:31]3)[CH2:37][O:36]2)([CH3:42])[CH3:41])=[O:19])[CH:8]=[C:9]([C:12]([CH3:13])([CH3:14])[CH3:15])[C:10]=1[OH:11])([CH3:2])([CH3:3])[CH3:4] |f:2.3|. Procedure: A mixture of 35.3 g (0.121 mole) of methyl 3-(3,5-di-tert-butyl-4-hydroxyphenyl)propionate, 15.3 g (0.0503 mole of 3,9-bis(2-hydroxy-1,1-dimethylethyl)-2,4,8,10-tetraoxaspiro[5.5]undecane and 0.82 g (0.015 mole) of sodium methoxide was reacted, after-treated and purified in the same manner as in Production example 1 to obtain 21 g of a 99%-purity white crystal, 3,9-bis[2-{3-(3,5-di-tert-butyl-4-hydroxyphenyl)propionyloxy}-1,1-dimethylethyl]-2,4,8,10-tetraoxaspiro[5.5]undecane (Compound AO-1). Product: CC(C)(C)OC(=O)N1CCN(CCF)CC1. Reaction SMILES: [Br:7][CH2:8][CH2:9][F:10].[C:11]([CH3:12])([CH3:13])([CH3:14])[O:15][C:16](=[O:17])[N:18]1[CH2:19][CH2:20][NH:21][CH2:22][CH2:23]1.[C:1](=[O:2])([O-:3])[O-:4].[CH3:24][C:25]#[N:26].[K+:5].[K+:6]>>[CH2:8]([CH2:9][F:10])[N:21]1[CH2:20][CH2:19][N:18]([C:16]([O:15][C:11]([CH3:12])([CH3:13])[CH3:14])=[O:17])[CH2:23][CH2:22]1. Starting materials: FCCBr, CC(C)(C)OC(=O)N1CCNCC1, O=C([O-])[O-], CC#N, [K+], [K+].